This data is from the Open Reaction Database (ORD), a public repository of structured organic reaction records. The task is: describe an organic reaction: reactants, conditions, products, and yield The reactants are ClC1=C(C(=O)Cl)C=C(C(=C1C#N)Cl)F (2,4-dichloro-3-cyano-5-fluorobenzoyl chloride), CN(C=CC(=O)OCC)C (ethyl 3-dimethylamino-acrylate), C(C)N(C(C)C)C(C)C (ethyl diisopropyl-amine). Solvent: ClCCl (dichloromethane), ClCCl (dichloromethane). Reaction conditions: temperature 50 celsius, time 2 hour. The product is ClC1=C(C(=O)C(C(=O)OCC)=CN(C)C)C=C(C(=C1C#N)Cl)F (Ethyl 2-(2,4-dichloro-3-cyano-5-fluoro-benzoyl)-3-dimethylamino-acrylate). Reaction SMILES: [Cl:1][C:2]1[C:10]([C:11]#[N:12])=[C:9]([Cl:13])[C:8]([F:14])=[CH:7][C:3]=1[C:4](Cl)=[O:5].[CH3:15][N:16]([CH3:24])[CH:17]=[CH:18][C:19]([O:21][CH2:22][CH3:23])=[O:20].C(N(C(C)C)C(C)C)C>ClCCl>[Cl:1][C:2]1[C:10]([C:11]#[N:12])=[C:9]([Cl:13])[C:8]([F:14])=[CH:7][C:3]=1[C:4]([C:18](=[CH:17][N:16]([CH3:24])[CH3:15])[C:19]([O:21][CH2:22][CH3:23])=[O:20])=[O:5]. Procedure: Starting at room temperature, a solution of 1075 g of 2,4-dichloro-3-cyano-5-fluorobenzoyl chloride (about 94% strength, corresponding to 1010.5 g=4.00 mol) in 850 ml of dichloromethane is added dropwise to a solution of 626 g (4.372 mol) of ethyl 3-dimethylamino-acrylate and 591 g (4.572 mol) of ethyl diisopropyl-amine (Hünig's base) in 1060 ml of dichloromethane. In the course of this, the temperature rises to about 50-55° C. (dropwise addition time about 90 minutes). The reaction mixture is s...